From a dataset of the Open Reaction Database (ORD), a public repository of structured organic reaction records. describe an organic reaction: reactants, conditions, products, and yield The reactants are CC1=CC=C(C=S)C=C1 (4-methylthio benzaldehyde), C(CC)(O)O (propanediol), C=1(C(=CC=CC1)S(=O)(=O)O)C (toluenesulfonic acid), C1(=CC=CC=C1)C (toluene). Reaction conditions: time 5 hour. The product is CSC1=CC=C(C=C1)C1OCCCO1 (2-(4-methylsulfanyl-phenyl)-[1,3]dioxane). Reaction SMILES: C[C:2]1[CH:9]=[CH:8][C:5](C=S)=CC=1.[CH:10]([OH:14])([OH:13])[CH2:11][CH3:12].C1(C)[C:16]([S:21](O)(=O)=O)=CC=CC=1.[C:26]1([CH3:32])C=CC=C[CH:27]=1>>[CH3:16][S:21][C:9]1[CH:8]=[CH:5][C:11]([CH:10]2[O:14][CH2:32][CH2:26][CH2:27][O:13]2)=[CH:12][CH:2]=1. Procedure: In a round bottom flask equipped with Dean-Stark apparatus, a mixture of 4-methylthio benzaldehyde (5 g, 32.8 mmol), propanediol (2.75 g, 36.1 mmol), and toluenesulfonic acid (550 mg, 3.28 mmol) in toluene (300 mL, anhydrous) is heated at reflux under N2. After 5 h, the reaction mixture is cooled to room temperature, and washed with saturated aqueous NaHCO3 (3×40 mL). The organic phase is concentrated and the obtained crude product is purified by silica gel column chromatography (15% EtOAc in he... The reactants are ClC=1C=C(C=CC1)[C@H]1CC(C(N([C@@H]1C1=CC=C(C=C1)Cl)CC1CC1)=O)(CCO[Si](C(C)C)(C(C)C)C(C)C)CC=O (2-((5R,6S)-5-(3-chlorophenyl)-6-(4-chlorophenyl)-1-(cyclopropylmethyl)-2-oxo-3-(2-(triisopropylsilyloxy)ethyl)piperidin-3-yl)acetaldehyde), N1CCOCC1 (morpholine), C(C)(=O)O[BH-](OC(C)=O)OC(C)=O.[Na+] (sodium triacetoxyborohydride), C(C)(=O)O (acetic acid). The solvent is ClCCCl (1,2-dichloroethane), CN(C)C=O (DMF). Conditions: time 20 hour. The product is ClC=1C=C(C=CC1)[C@H]1CC(C(N([C@@H]1C1=CC=C(C=C1)Cl)CC1CC1)=O)(CCN1CCOCC1)CCO ((5R,6S)-5-(3-chlorophenyl)-6-(4-chlorophenyl)-1-(cyclopropylmethyl)-3-(2-hydroxyethyl)-3-(2-morpholinoethyl)piperidin-2-one), TIPS ether. Reaction SMILES: [Cl:1][C:2]1[CH:3]=[C:4]([C@@H:8]2[C@@H:13]([C:14]3[CH:19]=[CH:18][C:17]([Cl:20])=[CH:16][CH:15]=3)[N:12]([CH2:21][CH:22]3[CH2:24][CH2:23]3)[C:11](=[O:25])[C:10]([CH2:39][CH:40]=O)([CH2:26][CH2:27][O:28][Si](C(C)C)(C(C)C)C(C)C)[CH2:9]2)[CH:5]=[CH:6][CH:7]=1.[NH:42]1[CH2:47][CH2:46][O:45][CH2:44][CH2:43]1.C(O[BH-](OC(=O)C)OC(=O)C)(=O)C.[Na+].C(O)(=O)C>ClCCCl.CN(C=O)C>[Cl:1][C:2]1[CH:3]=[C:4]([C@@H:8]2[C@@H:13]([C:14]3[CH:19]=[CH:18][C:17]([Cl:20])=[CH:16][CH:15]=3)[N:12]([CH2:21][CH:22]3[CH2:23][CH2:24]3)[C:11](=[O:25])[C:10]([CH2:26][CH2:27][OH:28])([CH2:39][CH2:40][N:42]3[CH2:47][CH2:46][O:45][CH2:44][CH2:43]3)[CH2:9]2)[CH:5]=[CH:6][CH:7]=1 |f:2.3|. Reported procedure: A mixture of 94 mg (0.15 mmol) of crude 2-((5R,6S)-5-(3-chlorophenyl)-6-(4-chlorophenyl)-1-(cyclopropylmethyl)-2-oxo-3-(2-(triisopropylsilyloxy)ethyl)piperidin-3-yl)acetaldehyde (Example 69, Step B, mixture of diastereomers), 66 μL (0.76 mmol) of morpholine, 97 mg (0.46 mmol) of sodium triacetoxyborohydride and 30 μL (0.53 mmol) of acetic acid was suspended in a mixture of 1,2-dichloroethane (6 mL) and DMF (2 mL). After being stirred at room temperature for 20 h, the reaction mixture was quenche... Reactants: BrCC1COc2ccccc2O1, [K+], [K+], OC1CCCNC1, O=C([O-])[O-], CN(C)C=O. The product is OC1CCCN(CC2COc3ccccc3O2)C1. RXN SMILES: [Br:1][CH2:2][CH:3]1[CH2:4][O:5][c:6]2[c:7]([cH:9][cH:10][cH:11][cH:12]2)[O:8]1.[K+:20].[K+:21].[NH:13]1[CH2:14][CH:15]([OH:19])[CH2:16][CH2:17][CH2:18]1.[O-:22][C:23]([O-:24])=[O:25].[O:26]=[CH:27][N:28]([CH3:29])[CH3:30]>>[CH2:2]([CH:3]1[CH2:4][O:5][c:6]2[c:7]([cH:9][cH:10][cH:11][cH:12]2)[O:8]1)[N:13]1[CH2:14][CH:15]([OH:19])[CH2:16][CH2:17][CH2:18]1. The reactants are C(C)(C)(C)OC(NCCC=1N(C(=NC1)C)CC1=CC(=C(C=C1)C#N)F)=O ({2-[3-(4-cyano-3-fluoro-benzyl)-2-methyl-3H-imidazol-4-yl]-ethyl}-carbamic acid tert-butyl ester), Cl (HCl). Run in CCOC(=O)C (EtOAc). Conditions: time 2 hour. Product: Cl.Cl.NCCC1=CN=C(N1CC1=CC(=C(C#N)C=C1)F)C (4-[5-(2-amino-ethyl)-2-methyl-imidazol-1-ylmethyl]-2-fluoro-benzonitrile Dihydrochloride). RXN SMILES: C(OC(=O)[NH:7][CH2:8][CH2:9][C:10]1[N:11]([CH2:16][C:17]2[CH:22]=[CH:21][C:20]([C:23]#[N:24])=[C:19]([F:25])[CH:18]=2)[C:12]([CH3:15])=[N:13][CH:14]=1)(C)(C)C.[ClH:27]>CCOC(C)=O>[ClH:27].[ClH:27].[NH2:7][CH2:8][CH2:9][C:10]1[N:11]([CH2:16][C:17]2[CH:22]=[CH:21][C:20]([C:23]#[N:24])=[C:19]([F:25])[CH:18]=2)[C:12]([CH3:15])=[N:13][CH:14]=1 |f:3.4.5|. Procedure details: A solution of {2-[3-(4-cyano-3-fluoro-benzyl)-2-methyl-3H-imidazol-4-yl]-ethyl}-carbamic acid tert-butyl ester (as described in Example 11, Step A) (1.0 g, 2.9 mmol) in EtOAc (30 mL) was cooled to −20° C. and saturated with HCl gas. The cooling bath was removed and the reaction was stirred for 2 hr. The solvent was removed in vacuo to obtain the title compound. Starting materials: F[B-](F)(F)F, CC(C)(C)c1ccc(CNCC(O)c2ccc(Cl)cc2)cc1, CCN(C(C)C)C(C)C, O=C(O)c1cc(Cl)cc2cc[nH]c12, CN(C)C=O, O, CN(C)C(On1nnc2ccccc21)=[N+](C)C. Product: CC(C)(C)c1ccc(CN(CC(O)c2ccc(Cl)cc2)C(=O)c2cc(Cl)cc3cc[nH]c23)cc1. Reaction SMILES: [B-:14]([F:15])([F:16])([F:17])[F:18].[C:45]([CH3:46])([CH3:47])([CH3:48])[c:49]1[cH:50][cH:51][c:52]([CH2:53][NH:54][CH2:55][CH:56]([OH:57])[c:58]2[cH:59][cH:60][c:61]([Cl:64])[cH:62][cH:63]2)[cH:65][cH:66]1.[CH:36]([N:37]([CH2:38][CH3:39])[CH:40]([CH3:41])[CH3:42])([CH3:43])[CH3:44].[Cl:1][c:2]1[cH:3][c:4]2[cH:5][cH:6][nH:7][c:8]2[c:9]([C:11](=[O:12])[OH:13])[cH:10]1.[O:67]=[CH:68][N:69]([CH3:70])[CH3:71].[OH2:72].[n:19]1([O:20][C:21]([N:22]([CH3:23])[CH3:24])=[N+:25]([CH3:26])[CH3:27])[c:28]2[cH:29][cH:30][cH:31][cH:32][c:33]2[n:34][n:35]1>>[Cl:1][c:2]1[cH:3][c:4]2[cH:5][cH:6][nH:7][c:8]2[c:9]([C:11](=[O:13])[N:54]([CH2:53][c:52]2[cH:51][cH:50][c:49]([C:45]([CH3:46])([CH3:47])[CH3:48])[cH:66][cH:65]2)[CH2:55][CH:56]([OH:57])[c:58]2[cH:59][cH:60][c:61]([Cl:64])[cH:62][cH:63]2)[cH:10]1. Reactants: CC(O)C1(CO[Si](C)(C)C(C)(C)C)CCC1, CCCC[N+](CCCC)(CCCC)CCCC, Cl, [F-], C1CCOC1. Yields the product CC(O)C1(CO)CCC1. Reaction SMILES: [C:1]([Si:2]([CH3:3])([CH3:4])[O:6][CH2:7][C:8]1([CH:12]([CH3:13])[OH:14])[CH2:9][CH2:10][CH2:11]1)([CH3:5])([CH3:15])[CH3:16].[CH3:18][CH2:19][CH2:20][CH2:21][N+:22]([CH2:23][CH2:24][CH2:25][CH3:26])([CH2:27][CH2:28][CH2:29][CH3:30])[CH2:31][CH2:32][CH2:33][CH3:34].[ClH:35].[F-:17].[O:36]1[CH2:37][CH2:38][CH2:39][CH2:40]1>>[OH:6][CH2:7][C:8]1([CH:12]([CH3:13])[OH:14])[CH2:9][CH2:10][CH2:11]1. Reactants: NC=1C=C(C=CC1)O (m-aminophenol), ClCCCC[Si](O[Si](C)(C)C)(C)CCCCCl (Bis-(chlorobutyl)tetramethyldisiloxane), 18, NC1=CC=C(C=C1)S (p-aminothiophenol), ClCCC[Si](O[Si](C)(C)C)(C)CCCCl (Bis-(chloropropyl)tetramethyldisiloxane). Run in CCOCC (ether). Product: NC=1C=C(OCCCC[Si](O[Si](C)(C)C)(C)CCCCOC2=CC(=CC=C2)N)C=CC1 (bis-(m-aminophenoxybutyl)tetramethyldisiloxane). As a reaction SMILES: [NH2:1][C:2]1[CH:3]=[C:4]([OH:8])[CH:5]=[CH:6][CH:7]=1.[NH2:9][C:10]1[CH:15]=[CH:14][C:13](S)=[CH:12][CH:11]=1.ClCCC[Si](CCCCl)(C)[O:22][Si](C)(C)C.Cl[CH2:33][CH2:34][CH2:35][CH2:36][Si:37]([CH2:44][CH2:45][CH2:46][CH2:47]Cl)([CH3:43])[O:38][Si:39]([CH3:42])([CH3:41])[CH3:40]>CCOCC>[NH2:1][C:2]1[CH:3]=[C:4]([CH:5]=[CH:6][CH:7]=1)[O:8][CH2:33][CH2:34][CH2:35][CH2:36][Si:37]([CH2:44][CH2:45][CH2:46][CH2:47][O:22][C:12]1[CH:13]=[CH:14][CH:15]=[C:10]([NH2:9])[CH:11]=1)([CH3:43])[O:38][Si:39]([CH3:42])([CH3:41])[CH3:40]. Procedure: The process of Example XIX was again practiced except that 59.95 parts of m-aminophenol was substituted for the p-aminothiophenol and 78.9 parts of Bis-(chloropropyl)tetramethyldisiloxane was substituted for the Bis-(chlorobutyl)tetramethyldisiloxane, and the phase transfer catalyst was 3 grams of 18 crown -6 ether. The end product was recovered at a temperature within the range of from 245° C. to 260° C. at from 0.5 mm to 2.0 mm of mercury. The recovered product was identified as Bis-(m-aminoph...